This data is from the Open Reaction Database (ORD), a public repository of structured organic reaction records. The task is: describe an organic reaction: reactants, conditions, products, and yield Reactants: C(C)OC(=O)CN1CCN2N=CC=C21 (1-ethoxycarbonylmethyl-2,3-dihydro-1H-imidazo[1,2-b]-pyrazole), [H-].[Al+3].[Li+].[H-].[H-].[H-] (lithium aluminum hydride), [F-].[Na+] (sodium fluoride), O (water). Solvent: O1CCCC1 (tetrahydrofuran), O1CCCC1 (tetrahydrofuran). Run at temperature 50 celsius, time 1 hour. The product is OCCN1CCN2N=CC=C21 (1-(2-hydroxyethyl)-2,3-dihydro-1H-imidazo[1,2-b]pyrazole). The yield is 37.7%. RXN SMILES: [H-].[Al+3].[Li+].[H-].[H-].[H-].C([O:9][C:10]([CH2:12][N:13]1[C:20]2[N:16]([N:17]=[CH:18][CH:19]=2)[CH2:15][CH2:14]1)=O)C.[F-].[Na+].O>O1CCCC1>[OH:9][CH2:10][CH2:12][N:13]1[C:20]2[N:16]([N:17]=[CH:18][CH:19]=2)[CH2:15][CH2:14]1 |f:0.1.2.3.4.5,7.8|. Procedure: To a suspension of lithium aluminum hydride (3.89 g) in tetrahydrofuran (195 ml) was added dropwise a solution of 1-ethoxycarbonylmethyl-2,3-dihydro-1H-imidazo[1,2-b]-pyrazole (20 g) in tetrahydrofuran (100 ml) at room temperature. The mixture was stirred at 50° C. for 1 hour. The reaction mixture was cooled under ice-bath To a mixture were added sodium fluoride (17.2 g) and water (5.5 ml) under ice-cooling. The insoluble material was filtered off and the filtrate was evaporated. The residue was...